This data is from the Open Reaction Database (ORD), a public repository of structured organic reaction records. The task is: describe an organic reaction: reactants, conditions, products, and yield Starting materials: OC1=C(C(=O)OC)C=CC(=C1)C#CC(C1=CC=2C(CCC(C2C=C1)(C)C)(C)C)=O (methyl 2-hydroxy-4-[3-oxo-3-(5,6,7,8-tetrahydro-5,5,8,8-tetramethyl-2-naphthyl)-1-propynyl]benzoate), CO.C1CCOC1 (methanol THF), [BH4-].[Na+] (sodium borohydride). Run in O (water). Conditions: time 2 hour. The product is OC1=C(C(=O)OC)C=CC(=C1)C#CC(C1=CC=2C(CCC(C2C=C1)(C)C)(C)C)O (methyl 2-hydroxy-4-[3-hydroxy-3-(5,6,7,8-tetrahydro-5,5,8,8-tetramethyl-2-naphthyl)-1-propynyl]benzoate). As a reaction SMILES: [OH:1][C:2]1[CH:11]=[C:10]([C:12]#[C:13][C:14](=[O:29])[C:15]2[CH:24]=[CH:23][C:22]3[C:21]([CH3:26])([CH3:25])[CH2:20][CH2:19][C:18]([CH3:28])([CH3:27])[C:17]=3[CH:16]=2)[CH:9]=[CH:8][C:3]=1[C:4]([O:6][CH3:7])=[O:5].CO.C1COCC1.[BH4-].[Na+]>O>[OH:1][C:2]1[CH:11]=[C:10]([C:12]#[C:13][CH:14]([OH:29])[C:15]2[CH:24]=[CH:23][C:22]3[C:21]([CH3:25])([CH3:26])[CH2:20][CH2:19][C:18]([CH3:28])([CH3:27])[C:17]=3[CH:16]=2)[CH:9]=[CH:8][C:3]=1[C:4]([O:6][CH3:7])=[O:5] |f:1.2,3.4|. Procedure details: 2.9 g (7.4 mmol) of methyl 2-hydroxy-4-[3-oxo-3-(5,6,7,8-tetrahydro-5,5,8,8-tetramethyl-2-naphthyl)-1-propynyl]benzoate and 100 ml of a methanol/THF (50/50) mixture were introduced into a round-bottomed flask and 140 mg (3.7 mmol) of sodium borohydride were added in small amounts. The reaction mixture was stirred at room temperature for 2 hours, poured into water and extracted with ethyl ether. The organic phase was separated by settling, dried over magnesium sulfate and evaporated. The residue ... Starting materials: [N+](=O)([O-])C1=C(C=CC=C1)C1=CC=C(C=C1)CN(C(NC1=C(C=C(C=C1F)F)F)=O)CCCCC (N′-[(2′-Nitro-1,1′-biphenyl-4-yl)methyl]-N′-pentyl-N-(2,4,6-trifluorophenyl)urea), [Sn](Cl)Cl (tin(II) chloride). Run in C(C)O (ethanol). The product is NC1=C(C=CC=C1)C1=CC=C(C=C1)CN(C(NC1=C(C=C(C=C1F)F)F)=O)CCCCC (N′-[(2′-amino-1,1′-biphenyl-4-yl)methyl]-N′-pentyl-N-(2,4,6-trifluorophenyl)urea). Isolated yield 97.6%. Reaction SMILES: [N+:1]([C:4]1[CH:9]=[CH:8][CH:7]=[CH:6][C:5]=1[C:10]1[CH:15]=[CH:14][C:13]([CH2:16][N:17]([CH2:30][CH2:31][CH2:32][CH2:33][CH3:34])[C:18](=[O:29])[NH:19][C:20]2[C:25]([F:26])=[CH:24][C:23]([F:27])=[CH:22][C:21]=2[F:28])=[CH:12][CH:11]=1)([O-])=O.[Sn](Cl)Cl>C(O)C>[NH2:1][C:4]1[CH:9]=[CH:8][CH:7]=[CH:6][C:5]=1[C:10]1[CH:11]=[CH:12][C:13]([CH2:16][N:17]([CH2:30][CH2:31][CH2:32][CH2:33][CH3:34])[C:18](=[O:29])[NH:19][C:20]2[C:21]([F:28])=[CH:22][C:23]([F:27])=[CH:24][C:25]=2[F:26])=[CH:14][CH:15]=1. Procedure: N′-[(2′-Nitro-1,1′-biphenyl-4-yl)methyl]-N′-pentyl-N-(2,4,6-trifluorophenyl)urea (196.0 mg) and anhydrous tin(II) chloride (401.6 mg) were added to ethanol (4 mL), and the mixture was heated under reflux. One hour later, the solvent was distilled off, and ethyl acetate (15 mL) and a saturated sodium bicarbonate solution (15 mL) were added to the residue. The resultant precipitate was filtered off through Celite. The filtrate was extracted with ethyl acetate. The organic layer was dried over anhy... Starting materials: ClC(=O)OCC (ethyl chloroformate), O (water), C([O-])(O)=O.[Na+] (sodium bicarbonate), NC1=C(C=2N(C=C1)C=C(N2)C)Br (7-Amino-8-bromo-2-methylimidazo[1,2-a]pyridine). Reagents/catalysts: CN(C1=CC=NC=C1)C (4-Dimethylaminopyridine). The solvent is C(Cl)Cl (CH2Cl2). Reaction conditions: time 20 hour. Product: BrC=1C=2N(C=CC1NC(=O)OCC)C=C(N2)C (8-Bromo-7-ethoxycarbonylamino-2-methylimidazo[1,2-a]pyridin e). Isolated yield 35.0%. RXN SMILES: C(=O)(O)[O-].[Na+].[NH2:6][C:7]1[CH:12]=[CH:11][N:10]2[CH:13]=[C:14]([CH3:16])[N:15]=[C:9]2[C:8]=1[Br:17].Cl[C:19]([O:21][CH2:22][CH3:23])=[O:20].O>C(Cl)Cl.CN(C)C1C=CN=CC=1>[Br:17][C:8]1[C:9]2[N:10]([CH:13]=[C:14]([CH3:16])[N:15]=2)[CH:11]=[CH:12][C:7]=1[NH:6][C:19]([O:21][CH2:22][CH3:23])=[O:20] |f:0.1|. Procedure: A mixture of sodium bicarbonate (0.74 g, 8.81 mmol) and amine 18 (1.00 g, 4.42 mmol) in 50 mL of dry CH2Cl2 was treated over a period of fifteen minutes with ethyl chloroformate (2.40 g, 22.1 mmol). 4-Dimethylaminopyridine (0.08 g, 0.65 mmol) was added and the reaction mixture was stirred at room temperature for 20 h. Then, water (25 mL) was added and the solution was extracted with CH2Cl2 (3×25 mL). The extracts were dried (Na2SO4), filtered and evaporated under vacuum. The residue was purified... Starting materials: C(C)(C)(C)OC(=O)N1C=CC=C1C=1C=CC2=C(C(OC(N2)C)(C)C)C1 (tert-butyl-5-(2,4,4-trimethyl-1,4-dihydro-2H-3,1-benzoxazin-6-yl)-1H-pyrrole-1-carboxylate), ClC(=O)OCC1C2=CC=CC=C2C=2C=CC=CC12 (9-fluorenylmethyl chloroformate), C([O-])([O-])=O.[Na+].[Na+] (sodium carbonate), C(C)(=O)OCC (Ethyl acetate). Solvent: O1CCOCC1 (dioxane), O (water). Reaction conditions: time 6 hour. The product is C1=CC=CC=2C3=CC=CC=C3C(C12)COC(=O)N1C(OC(C2=C1C=CC(=C2)C=2N(C=CC2)C(=O)OC(C)(C)C)(C)C)C (9H-fluoren-9-ylmethyl-6-[1-(tert-butoxycarbonyl)-1H-pyrrol-2-yl]-2,4,4-trimethyl-2H-3,1-benzoxazine-1(4H)-carboxylate). Reaction SMILES: [C:1]([O:5][C:6]([N:8]1[C:12]([C:13]2[CH:14]=[CH:15][C:16]3[NH:21][CH:20]([CH3:22])[O:19][C:18]([CH3:24])([CH3:23])[C:17]=3[CH:25]=2)=[CH:11][CH:10]=[CH:9]1)=[O:7])([CH3:4])([CH3:3])[CH3:2].Cl[C:27]([O:29][CH2:30][CH:31]1[C:43]2[CH:42]=[CH:41][CH:40]=[CH:39][C:38]=2[C:37]2[C:32]1=[CH:33][CH:34]=[CH:35][CH:36]=2)=[O:28].C(=O)([O-])[O-].[Na+].[Na+].C(OCC)(=O)C>O1CCOCC1.O>[CH:42]1[C:43]2[CH:31]([CH2:30][O:29][C:27]([N:21]3[C:16]4[CH:15]=[CH:14][C:13]([C:12]5[N:8]([C:6]([O:5][C:1]([CH3:4])([CH3:2])[CH3:3])=[O:7])[CH:9]=[CH:10][CH:11]=5)=[CH:25][C:17]=4[C:18]([CH3:24])([CH3:23])[O:19][CH:20]3[CH3:22])=[O:28])[C:32]3[C:37](=[CH:36][CH:35]=[CH:34][CH:33]=3)[C:38]=2[CH:39]=[CH:40][CH:41]=1 |f:2.3.4|. Procedure details: A mixture of tert-butyl-5-(2,4,4-trimethyl-1,4-dihydro-2H-3,1-benzoxazin-6-yl)-1H-pyrrole-1-carboxylate (1.7 g, 4.96 mmol), 9-fluorenylmethyl chloroformate (1.92 g, 7.5 mL), sodium carbonate (4 g, 37 mmol) in dioxane (50 mL) and water (50 mL) was stirred at room temperature under a blanket of nitrogen for 6 hours. Ethyl acetate (100 mL) was added and organic layer was separated, dried (MgSO4), and evaporated. The residue was purified by a silica gel column chromatography (hexane:ethyl acetate/6:... The reactants are C(C)NC1=CC2=C(C(=C(O2)C2=CC=C(C=C2)F)C(=O)NC)C=C1C1=CC(=C(C=C1)OC)C(NC1(COC1)C1=NC=CC=N1)=O (6-(ethylamino)-2-(4-fluorophenyl)-5-(4-methoxy-3-((3-(pyrimidin-2-yl)oxetan-3-yl)carbamoyl)phenyl)-N-methylbenzofuran-3-carboxamide), N1=CC=CC=C1 (pyridine), CS(=O)(=O)Cl (methanesulfonyl chloride). Reagents/catalysts: CN(C)C=1C=CN=CC1 (DMAP). Solvent: O (water). Reaction conditions: time 8 hour. The product is C(C)N(S(=O)(=O)C)C1=CC2=C(C(=C(O2)C2=CC=C(C=C2)F)C(=O)NC)C=C1C1=CC(=CC=C1)C(NC1(COC1)C1=NC=CC=N1)=O (6-(N-ethylmethylsulfonamido)-2-(4-fluorophenyl)-N-methyl-5-(3-(3-(pyrimidin-2-yl)oxetan-3-ylcarbamoyl)phenyl)benzofuran-3-carboxamide). Reaction SMILES: [CH2:1]([NH:3][C:4]1[C:23]([C:24]2[CH:29]=[CH:28][C:27](OC)=[C:26]([C:32](=[O:44])[NH:33][C:34]3([C:38]4[N:43]=[CH:42][CH:41]=[CH:40][N:39]=4)[CH2:37][O:36][CH2:35]3)[CH:25]=2)=[CH:22][C:7]2[C:8]([C:18]([NH:20][CH3:21])=[O:19])=[C:9]([C:11]3[CH:16]=[CH:15][C:14]([F:17])=[CH:13][CH:12]=3)[O:10][C:6]=2[CH:5]=1)[CH3:2].N1C=CC=CC=1.[CH3:51][S:52](Cl)(=[O:54])=[O:53]>CN(C1C=CN=CC=1)C.O>[CH2:1]([N:3]([C:4]1[C:23]([C:24]2[CH:29]=[CH:28][CH:27]=[C:26]([C:32](=[O:44])[NH:33][C:34]3([C:38]4[N:43]=[CH:42][CH:41]=[CH:40][N:39]=4)[CH2:37][O:36][CH2:35]3)[CH:25]=2)=[CH:22][C:7]2[C:8]([C:18]([NH:20][CH3:21])=[O:19])=[C:9]([C:11]3[CH:16]=[CH:15][C:14]([F:17])=[CH:13][CH:12]=3)[O:10][C:6]=2[CH:5]=1)[S:52]([CH3:51])(=[O:54])=[O:53])[CH3:2]. Procedure details: A mixture of 6-(ethylamino)-2-(4-fluorophenyl)-5-(4-methoxy-3-((3-(pyrimidin-2-yl)oxetan-3-yl)carbamoyl)phenyl)-N-methylbenzofuran-3-carboxamide (90 mg, 0.151 mmol), pyridine (5.0 mL), DMAP (18.46 mg, 0.151 mmol) and methanesulfonyl chloride (0.018 mL, 0.227 mmol) was stirred at room temperature overnight. The reaction mixture was diluted with water and extracted with EtOAc (20 ml×2). The combined organic extracts were washed with brine, dried over Na2SO4 and concentrated. The crude product was ... RXN SMILES: [Cl:1][C:2]1[CH:7]=[C:6]2[NH:8][C:9](=[O:41])[C:10]3([CH:15]([C:16]4[CH:21]=[C:20]([Cl:22])[CH:19]=[CH:18][C:17]=4[O:23][C:24]([CH2:30][CH3:31])([C:27](O)=[O:28])[CH2:25][CH3:26])[CH2:14][C:13](=[O:32])[NH:12][CH:11]3[C:33]3[CH:38]=[C:37]([F:39])[CH:36]=[CH:35][C:34]=3[CH3:40])[C:5]2=[CH:4][CH:3]=1.C1N=CN(C(N2C=NC=C2)=O)C=1.[CH3:54][S:55]([NH2:58])(=[O:57])=[O:56].[H-].[Na+].Cl>CN(C=O)C.O>[Cl:1][C:2]1[CH:7]=[C:6]2[NH:8][C:9](=[O:41])[C:10]3([CH:15]([C:16]4[CH:21]=[C:20]([Cl:22])[CH:19]=[CH:18][C:17]=4[O:23][C:24]([CH2:25][CH3:26])([C:27]([NH:58][S:55]([CH3:54])(=[O:57])=[O:56])=[O:28])[CH2:30][CH3:31])[CH2:14][C:13](=[O:32])[NH:12][CH:11]3[C:33]3[CH:38]=[C:37]([F:39])[CH:36]=[CH:35][C:34]=3[CH3:40])[C:5]2=[CH:4][CH:3]=1 |f:3.4|. Conditions: time 2 hour. Run in CN(C)C=O (DMF), O (water), CN(C)C=O (DMF). Reported procedure: A solution of racemic (2′S,3S,4′R)-6-chloro-4′-[5-chloro-2-(1-ethyl-1-hydroxycarbonyl-propoxy)-phenyl]-2′-(5-fluoro-2-methyl-phenyl)spiro[3H-indole-3,3′-piperidine]-2,6′(1H)-dione (30 mg, 0.05 mmol) and CDI (20 mg, 0.12 mmol) in DMF (1 mL) was heated at 60° C. for 2 h. Then to this solution was added a mixture of methanesulfonamide (28 mg, 0.3 mmol) and NaH (12 mg, 60%, 0.3 mmol) in DMF (1 mL), which had been stirred for 2 h at room temperature. After the resulting mixture was stirred at room te... The reactants are CS(=O)(=O)N (methanesulfonamide), [H-].[Na+] (NaH), Cl (HCl), ClC1=CC=C2C(=C1)NC(C21C(NC(CC1C1=C(C=CC(=C1)Cl)OC(CC)(C(=O)O)CC)=O)C1=C(C=CC(=C1)F)C)=O (racemic (2′S,3S,4′R)-6-chloro-4′-[5-chloro-2-(1-ethyl-1-hydroxycarbonyl-propoxy)-phenyl]-2′-(5-fluoro-2-methyl-phenyl)spiro[3H-indole-3,3′-piperidine]-2,6′(1H)-dione), C1=CN(C=N1)C(=O)N2C=CN=C2 (CDI). The yield is 29.6%. Product: ClC1=CC=C2C(=C1)NC(C21C(NC(CC1C1=C(C=CC(=C1)Cl)OC(CC)(C(=O)NS(=O)(=O)C)CC)=O)C1=C(C=CC(=C1)F)C)=O (Racemic (2′S,3S,4′R)-6-chloro-4′-[5-chloro-2-(1-ethyl-1-methanesulfonylaminocarbonyl-propoxy)-phenyl]-2′-(5-fluoro-2-methyl-phenyl)-spiro[3H-indole-3,3′-piperidine]-2,6′(1H)-dione).